describe an organic reaction: reactants, conditions, products, and yield From a dataset of the Open Reaction Database (ORD), a public repository of structured organic reaction records. As a reaction SMILES: [Br:1][c:2]1[cH:3][c:4]2[c:5]3[c:10]([nH:11][c:12]2[cH:13][cH:14]1)[CH:9]([NH2:15])[CH2:8][CH2:7][CH2:6]3.[Cl:16][c:17]1[s:18][c:19]2[c:20]([n:21]1)[cH:22][cH:23][cH:24][cH:25]2>>[Br:1][c:2]1[cH:3][c:4]2[c:5]3[c:10]([nH:11][c:12]2[cH:13][cH:14]1)[CH:9]([NH:15][c:17]1[s:18][c:19]2[c:20]([n:21]1)[cH:22][cH:23][cH:24][cH:25]2)[CH2:8][CH2:7][CH2:6]3. Starting materials: NC1CCCc2c1[nH]c1ccc(Br)cc21, Clc1nc2ccccc2s1. Product: Brc1ccc2[nH]c3c(c2c1)CCCC3Nc1nc2ccccc2s1. The reactants are Cl.NC1=NC(=CC(=N1)NC=1C=C(C(=O)NC2=CC=C(C=C2)N)C=CC1)C (3-[(2-Amino-6-methyl-4-pyrimidinyl)amino]-N-(4-aminophenyl)-benzamide hydrochloride), ClC1=CC=NC2=CC=CC=C12 (4-chloroquinoline), CO.CCOC(=O)C (MeOH EtOAc), Cl (HCl). The solvent is CCO (EtOH), O (H2O), CCOC(=O)C (EtOAc). Run at temperature 20 celsius. Yields the product Cl.Cl.NC1=NC(=CC(=N1)NC=1C=C(C(=O)NC2=CC=C(C=C2)NC2=CC=NC3=CC=CC=C23)C=CC1)C (3-[(2-Amino-6-methyl-4-pyrimidinyl)amino]-N-[4-(4-quinolinyl-amino)phenyl]benzamide dihydrochloride). RXN SMILES: [ClH:1].[NH2:2][C:3]1[N:8]=[C:7]([NH:9][C:10]2[CH:11]=[C:12]([CH:23]=[CH:24][CH:25]=2)[C:13]([NH:15][C:16]2[CH:21]=[CH:20][C:19]([NH2:22])=[CH:18][CH:17]=2)=[O:14])[CH:6]=[C:5]([CH3:26])[N:4]=1.[Cl:27][C:28]1[C:37]2[C:32](=[CH:33][CH:34]=[CH:35][CH:36]=2)[N:31]=[CH:30][CH:29]=1.Cl.CO.CCOC(C)=O>CCO.O.CCOC(C)=O>[ClH:27].[ClH:1].[NH2:2][C:3]1[N:8]=[C:7]([NH:9][C:10]2[CH:11]=[C:12]([CH:23]=[CH:24][CH:25]=2)[C:13]([NH:15][C:16]2[CH:21]=[CH:20][C:19]([NH:22][C:28]3[C:37]4[C:32](=[CH:33][CH:34]=[CH:35][CH:36]=4)[N:31]=[CH:30][CH:29]=3)=[CH:18][CH:17]=2)=[O:14])[CH:6]=[C:5]([CH3:26])[N:4]=1 |f:0.1,4.5,9.10.11|. Reported procedure: To a solution of compound B3 (150 mg, 0.37 mmol) in EtOH (15 mL) and H2O (7.5 mL) was added 4-chloroquinoline (73 mg, 0.45 mmol) and stirred until it dissolved, then 2 drops of c.HCl was added. The reaction mixture was refluxed for 20 h, diluted with EtOAc, brought to boil and cool to 20° C. The resulting precipitate was filtered and recrystallized from MeOH/EtOAc/Charcoal/Celite to give Cpd. FF1 (195 mg, 96%) as a yellow solid.; M.P (MeOH/EtOAc)>300° C.; 1H NMR [(CD3)2SO] δ13.72 (v br, 2H , 2×N... Starting materials: Brc1cccc2[nH]ccc12, CCO, [I-], I, [K+], O, Sc1ccccc1. Yields the product Brc1cccc2[nH]cc(Sc3ccccc3)c12. As a reaction SMILES: [Br:1][c:2]1[c:3]2[cH:4][cH:5][nH:6][c:7]2[cH:8][cH:9][cH:10]1.[CH3:21][CH2:22][OH:23].[I-:19].[I:20].[K+:18].[OH2:24].[SH:11][c:12]1[cH:13][cH:14][cH:15][cH:16][cH:17]1>>[Br:1][c:2]1[c:3]2[c:4]([S:11][c:12]3[cH:13][cH:14][cH:15][cH:16][cH:17]3)[cH:5][nH:6][c:7]2[cH:8][cH:9][cH:10]1.